From a dataset of the Open Reaction Database (ORD), a public repository of structured organic reaction records. describe an organic reaction: reactants, conditions, products, and yield Starting materials: BrC1=CC=CC=C1 (bromobenzene), C1(=CC=CC=C1)N1C2=CC=CC=C2C=2C=C(C=CC12)B1OC(C(O1)(C)C)(C)C (9-phenyl-3-(4,4,5,5-tetramethyl-1,3,2-dioxaborolan-2-yl)carbazole), BrC=1C=CC=2NC3=CC=C(C=C3C2C1)Br (3,6-dibromo-9H-carbazole), C(=O)([O-])[O-].[K+].[K+] (K2CO3), resultant mixture. Reagents/catalysts: C=1C=CC(=CC1)[P](C=2C=CC=CC2)(C=3C=CC=CC3)[Pd]([P](C=4C=CC=CC4)(C=5C=CC=CC5)C=6C=CC=CC6)([P](C=7C=CC=CC7)(C=8C=CC=CC8)C=9C=CC=CC9)[P](C=1C=CC=CC1)(C=1C=CC=CC1)C=1C=CC=CC1 (Pd(PPh3)4). Solvent: C1(=CC=CC=C1)C (toluene), O (water), CCO (EtOH). Yields the product C1(=CC=CC=C1)N1C2=CC=CC=C2C=2C=C(C=CC12)C=1C=CC=2NC3=CC=C(C=C3C2C1)C=1C=CC=2N(C3=CC=CC=C3C2C1)C1=CC=CC=C1 (3,6-bis(9-phenylcarbazol-3-yl)carbazole). Isolated yield 65.4%. As a reaction SMILES: [C:1]1([N:7]2[C:19]3[CH:18]=[CH:17][C:16](B4OC(C)(C)C(C)(C)O4)=[CH:15][C:14]=3[C:13]3[C:8]2=[CH:9][CH:10]=[CH:11][CH:12]=3)[CH:6]=[CH:5][CH:4]=[CH:3][CH:2]=1.Br[C:30]1[CH:31]=[CH:32][C:33]2[NH:34][C:35]3[C:40]([C:41]=2[CH:42]=1)=[CH:39][C:38](Br)=[CH:37][CH:36]=3.C([O-])([O-])=O.[K+].[K+].Br[C:51]1[CH:56]=[CH:55][CH:54]=[CH:53][CH:52]=1>C1(C)C=CC=CC=1.O.CCO.C1C=CC([P]([Pd]([P](C2C=CC=CC=2)(C2C=CC=CC=2)C2C=CC=CC=2)([P](C2C=CC=CC=2)(C2C=CC=CC=2)C2C=CC=CC=2)[P](C2C=CC=CC=2)(C2C=CC=CC=2)C2C=CC=CC=2)(C2C=CC=CC=2)C2C=CC=CC=2)=CC=1>[C:51]1([N:34]2[C:35]3[CH:36]=[CH:37][C:38]([C:11]4[CH:10]=[CH:9][C:8]5[NH:7][C:19]6[C:14]([C:13]=5[CH:12]=4)=[CH:15][C:16]([C:4]4[CH:3]=[CH:2][C:1]5[N:7]([C:19]7[CH:14]=[CH:15][CH:16]=[CH:17][CH:18]=7)[C:8]7[C:13]([C:6]=5[CH:5]=4)=[CH:12][CH:11]=[CH:10][CH:9]=7)=[CH:17][CH:18]=6)=[CH:39][C:40]=3[C:41]3[C:33]2=[CH:32][CH:31]=[CH:30][CH:42]=3)[CH:56]=[CH:55][CH:54]=[CH:53][CH:52]=1 |f:2.3.4,^1:71,73,92,111|. Procedure: A solution of 9-phenyl-3-(4,4,5,5-tetramethyl-1,3,2-dioxaborolan-2-yl)carbazole (7.1 g, 19.2 mmol), 3,6-dibromo-9H-carbazole (2.6 g, 8.0 mmol), K2CO3 (11.0 g, 79.7 mmol) in toluene (120 mL), water (40 mL) and EtOH (40 mL) was bubbled for 30 minutes with nitrogen. Then, Pd(PPh3)4 (0.9 g, 0.8 mmol) was added. The mixture was bubbled with nitrogen for 15 minutes and refluxed for 10 hours, after which bromobenzene (0.9 mL, 8.6 mmol) was added. The resultant mixture was refluxed for 6 hours. After co... The reactants are CCO, CCOC(C)=O, CC(=O)N(c1ccccc1)c1cc(COCC(C)(C)C(F)F)ccc1F, [K+], [OH-], O. Product: CC(C)(COCc1ccc(F)c(Nc2ccccc2)c1)C(F)F. Reaction SMILES: [CH3:29][CH2:30][OH:31].[CH3:32][CH2:33][O:34][C:35](=[O:36])[CH3:37].[F:1][CH:2]([C:3]([CH2:4][O:5][CH2:6][c:7]1[cH:8][c:9]([N:14]([C:15](=[O:16])[CH3:17])[c:18]2[cH:19][cH:20][cH:21][cH:22][cH:23]2)[c:10]([F:13])[cH:11][cH:12]1)([CH3:24])[CH3:25])[F:26].[K+:28].[OH-:27].[OH2:38]>>[F:1][CH:2]([C:3]([CH2:4][O:5][CH2:6][c:7]1[cH:8][c:9]([NH:14][c:18]2[cH:19][cH:20][cH:21][cH:22][cH:23]2)[c:10]([F:13])[cH:11][cH:12]1)([CH3:24])[CH3:25])[F:26]. Starting materials: CC(C)(C)C=1C=C(C=C(C1O)C(C)(C)C)SCCSCCCC(=O)O (4-[[2-[[3,5-bis(1,1-dimethylethyl)-4-hydroxyphenyl]thio]ethyl]thio]butanoic acid), S(=O)(Cl)Cl (thionyl chloride), CO (methyl alcohol). The product is CC(C)(C)C=1C=C(C=C(C1O)C(C)(C)C)SCCSCCCC(=O)OC (methyl 4-[[2-[[3,5-bis(1,1-dimethylethyl)-4-hydroxyphenyl]thio]ethyl]thio]butanoate). As a reaction SMILES: [CH3:1][C:2]([C:5]1[CH:6]=[C:7]([S:16][CH2:17][CH2:18][S:19][CH2:20][CH2:21][CH2:22][C:23]([OH:25])=[O:24])[CH:8]=[C:9]([C:12]([CH3:15])([CH3:14])[CH3:13])[C:10]=1[OH:11])([CH3:4])[CH3:3].S(Cl)(Cl)=O.[CH3:30]O>>[CH3:4][C:2]([C:5]1[CH:6]=[C:7]([S:16][CH2:17][CH2:18][S:19][CH2:20][CH2:21][CH2:22][C:23]([O:25][CH3:30])=[O:24])[CH:8]=[C:9]([C:12]([CH3:13])([CH3:14])[CH3:15])[C:10]=1[OH:11])([CH3:1])[CH3:3]. Procedure: The title compound was prepared according to the method of Example 8 from the title compound of Example 14 (6.5 g) and thionyl chloride (10 ml) in methyl alcohol (75 ml). Reactants: COC(=O)CCC(C)=CCc1c(OC)c(C)c2c(c1OCOC(C)OC)C(=O)OC2, CO, [Na+], [OH-], O. Yields the product COc1c(C)c2c(c(OCOC(C)OC)c1CC=C(C)CCC(=O)O)C(=O)OC2. Reaction SMILES: [CH3:1][O:2][c:3]1[c:4]([CH2:21][CH:22]=[C:23]([CH2:24][CH2:25][C:26](=[O:27])[O:28][CH3:29])[CH3:30])[c:5]([O:14][CH2:15][O:16][CH:17]([CH3:18])[O:19][CH3:20])[c:6]2[c:10]([c:11]1[CH3:12])[CH2:9][O:8][C:7]2=[O:13].[CH3:33][OH:34].[Na+:32].[OH-:31].[OH2:35]>>[CH3:1][O:2][c:3]1[c:4]([CH2:21][CH:22]=[C:23]([CH2:24][CH2:25][C:26](=[O:27])[OH:28])[CH3:30])[c:5]([O:14][CH2:15][O:16][CH:17]([CH3:18])[O:19][CH3:20])[c:6]2[c:10]([c:11]1[CH3:12])[CH2:9][O:8][C:7]2=[O:13]. Starting materials: CCOC(=O)CBr, [K+], [K+], Nc1ncc2[nH]c(N)nc2n1, O=C([O-])[O-], CN(C)C=O, O. The product is CCOC(C)=O, Nc1ncc2[nH]c(N)nc2n1. Reaction SMILES: [Br:23][CH2:24][C:25](=[O:26])[O:27][CH2:28][CH3:29].[K+:12].[K+:13].[NH2:1][c:2]1[n:3][c:4]2[n:5][c:6]([NH2:11])[n:7][cH:8][c:9]2[nH:10]1.[O-:14][C:15]([O-:16])=[O:17].[O:18]=[CH:19][N:20]([CH3:21])[CH3:22].[OH2:30]>>[CH3:24][C:25](=[O:26])[O:27][CH2:28][CH3:29].[NH2:1][c:2]1[n:3][c:4]2[n:5][c:6]([NH2:11])[n:7][cH:8][c:9]2[nH:10]1. Reactants: [OH-].[NH4+] (ammonium hydroxide), C(C)C1=C(C=C(C=2N=CNC21)C)NC=O (4-ethyl-5-formamido-7-methylbenzimidazole), C([O-])([O-])=O.[K+].[K+] (potassium carbonate), Cl (hydrochloric acid). Solvent: CO (methanol). Yields the product NC1=C(C2=C(N=CN2)C(=C1)C)CC (5-amino-4-ethyl-7-methylbenzimidazole). Reaction SMILES: [CH2:1]([C:3]1[C:11]2[NH:10][CH:9]=[N:8][C:7]=2[C:6]([CH3:12])=[CH:5][C:4]=1[NH:13]C=O)[CH3:2].C(=O)([O-])[O-].[K+].[K+].Cl.[OH-].[NH4+]>CO>[NH2:13][C:4]1[CH:5]=[C:6]([CH3:12])[C:7]2[N:8]=[CH:9][NH:10][C:11]=2[C:3]=1[CH2:1][CH3:2] |f:1.2.3,5.6|. Procedure: A mixture of 4-ethyl-5-formamido-7-methylbenzimidazole (1.7 g, 8.36 mmol), potassium carbonate (2.0 g, 14.4 mmol) and 6N hydrochloric acid (34 mL) in methanol (34 mL) is heated to reflux for 1 hour. The mixture is cooled to room temperature, brought to pH 9 with ammonium hydroxide and rotary evaporated. The residue is purified by flash chromatography on silica gel (chloroform:methanol 9:1) to afford 5-amino-4-ethyl-7-methylbenzimidazole as a tan solid. RXN SMILES: [CH3:31][Si:32]([C:33]([F:34])([F:35])[F:36])([CH3:37])[CH3:38].[CH3:3][N:4]1[CH2:5][CH2:6][CH2:7][C:8]1=[O:9].[CH3:41][O:42][C:43]([CH3:44])([CH3:45])[CH3:46].[Cl:10][c:11]1[c:12]2[c:13]([n:14][cH:15][cH:16]1)[n:17]([S:21](=[O:22])(=[O:23])[c:24]1[cH:25][cH:26][c:27]([CH3:30])[cH:28][cH:29]1)[cH:18][c:19]2[I:20].[Cu:39][I:40].[F-:1].[K+:2].[O:47]=[CH:48][N:49]([CH3:50])[CH3:51]>>[Cl:10][c:11]1[c:12]2[c:13]([n:14][cH:15][cH:16]1)[n:17]([S:21](=[O:22])(=[O:23])[c:24]1[cH:25][cH:26][c:27]([CH3:30])[cH:28][cH:29]1)[cH:18][c:19]2[C:33]([F:34])([F:35])[F:36]. Reactants: C[Si](C)(C)C(F)(F)F, CN1CCCC1=O, COC(C)(C)C, Cc1ccc(S(=O)(=O)n2cc(I)c3c(Cl)ccnc32)cc1, [Cu]I, [F-], [K+], CN(C)C=O. The product is Cc1ccc(S(=O)(=O)n2cc(C(F)(F)F)c3c(Cl)ccnc32)cc1.